This data is from the Open Reaction Database (ORD), a public repository of structured organic reaction records. The task is: describe an organic reaction: reactants, conditions, products, and yield The reactants are N1=C(C=CC=C1)C1=CC=C(S1)C=O (5-(2-pyridinyl)-2-thiophenecarboxaldehyde), N1(N=CC=C1)C1=CC=C(C=O)C=C1 (4-(1H-pyrazol-1-yl)-benzaldehyde). Product: N1=C(C=CC=C1)C1=CC=C(S1)C=CC=O (3-[5-(2-Pyridinyl )-2-thienyl]-2-propenal). Reaction SMILES: [N:1]1[CH:6]=[CH:5][CH:4]=[CH:3][C:2]=1[C:7]1[S:11][C:10]([CH:12]=O)=[CH:9][CH:8]=1.N1(C2C=C[C:22]([CH:23]=[O:24])=CC=2)C=CC=N1>>[N:1]1[CH:6]=[CH:5][CH:4]=[CH:3][C:2]=1[C:7]1[S:11][C:10]([CH:12]=[CH:22][CH:23]=[O:24])=[CH:9][CH:8]=1. Procedure details: The title compound was prepared by a procedure analogous to Reference Example 30 by substituting 5-(2-pyridinyl)-2-thiophenecarboxaldehyde (prepared as described in J. Chem Soc., Perkin Trans. 2 1998, 437) for the 4-(1H-pyrazol-1-yl)-benzaldehyde of Reference Example 30. MS 216 (M+H)+. Reactants: N#Cc1cc(I)c2c(c1)ncn2-c1ccccc1, O=C([O-])[O-], CC(=O)Nc1cccc(-c2cc(C#N)cc3ncn(-c4ccccc4)c23)c1, CCO, Cc1ccccc1, COc1ccc(B(O)O)cc1, [K+], [K+], c1ccc(P(c2ccccc2)(c2ccccc2)[Pd](P(c2ccccc2)(c2ccccc2)c2ccccc2)(P(c2ccccc2)(c2ccccc2)c2ccccc2)P(c2ccccc2)(c2ccccc2)c2ccccc2)cc1. Product: COc1ccc(-c2cc(C#N)cc3ncn(-c4ccccc4)c23)cc1. RXN SMILES: [C:1](#[N:2])[c:3]1[cH:4][c:5]2[c:6]([n:7](-[c:10]3[cH:11][cH:12][cH:13][cH:14][cH:15]3)[cH:8][n:9]2)[c:16]([I:18])[cH:17]1.[C:30](=[O:31])([O-:32])[O-:33].[C:36]([NH:37][c:38]1[cH:39][c:40](-[c:41]2[c:42]3[n:43](-[c:44]4[cH:45][cH:46][cH:47][cH:48][cH:49]4)[cH:50][n:51][c:52]3[cH:53][c:54]([C:55]#[N:56])[cH:57]2)[cH:58][cH:59][cH:60]1)(=[O:61])[CH3:62].[CH3:140][CH2:141][OH:142].[CH3:143][c:144]1[cH:145][cH:146][cH:147][cH:148][cH:149]1.[CH3:19][O:20][c:21]1[cH:22][cH:23][c:24]([B:27]([OH:28])[OH:29])[cH:25][cH:26]1.[K+:34].[K+:35].[cH:63]1[cH:64][cH:65][c:66]([P:67]([Pd:68]([P:69]([c:70]2[cH:71][cH:72][cH:73][cH:74][cH:75]2)([c:76]2[cH:77][cH:78][cH:79][cH:80][cH:81]2)[c:82]2[cH:83][cH:84][cH:85][cH:86][cH:87]2)([P:88]([c:89]2[cH:90][cH:91][cH:92][cH:93][cH:94]2)([c:95]2[cH:96][cH:97][cH:98][cH:99][cH:100]2)[c:101]2[cH:102][cH:103][cH:104][cH:105][cH:106]2)[P:107]([c:108]2[cH:109][cH:110][cH:111][cH:112][cH:113]2)([c:114]2[cH:115][cH:116][cH:117][cH:118][cH:119]2)[c:120]2[cH:121][cH:122][cH:123][cH:124][cH:125]2)([c:126]2[cH:127][cH:128][cH:129][cH:130][cH:131]2)[c:132]2[cH:133][cH:134][cH:135][cH:136][cH:137]2)[cH:138][cH:139]1>>[C:1](#[N:2])[c:3]1[cH:4][c:5]2[c:6]([n:7](-[c:10]3[cH:11][cH:12][cH:13][cH:14][cH:15]3)[cH:8][n:9]2)[c:16](-[c:24]2[cH:23][cH:22][c:21]([O:20][CH3:19])[cH:26][cH:25]2)[cH:17]1. Starting materials: C1=CC=C2C(=C1)NC(=O)O2 (Benzoxalinone), CNCCO (N-methylethanolamine), CO (methanol). Run in C(C)OCC (diethyl ether). Reaction conditions: temperature 75 celsius. The product is OC1=C(C=CC=C1)NC(=O)N(CCO)C (N-(2-Hydroxyphenyl)-N'-methyl-N'-(2-hydroxyethyl)urea). RXN SMILES: [CH:1]1[CH:6]=[C:5]2[NH:7][C:8]([O:10][C:4]2=[CH:3][CH:2]=1)=[O:9].[CH3:11][NH:12][CH2:13][CH2:14][OH:15].CO>C(OCC)C>[OH:10][C:4]1[CH:3]=[CH:2][CH:1]=[CH:6][C:5]=1[NH:7][C:8]([N:12]([CH3:11])[CH2:13][CH2:14][OH:15])=[O:9]. Procedure details: Benzoxalinone (202 g) and N-methylethanolamine (133 g) were stirred and heated at 75° C. for 3 hours, then cooled to 65° C. and methanol (50 ml) was added. The mixture was cooled to ambient temperature and diethyl ether (750 ml) was added. The precipitate was filtered off and recrystallised from methanol to give the desired urea which had a m.pt. of 128° C. (decomp.). Procedure details: To a solution of 3.4 g of ethyl 5-(2-hydroxy-3-methylthiopropoxy)chromone-2-carboxylate in 20 ml of acetone there is added 11 ml of N sodium hydroxide and the mixture is heated at 50° C. for 10 minutes. After evaporating the solvent under reduced pressure, 30 ml of water are added, the resulting mixture is extracted with diethyl ether, filtered on charcoal and the limpid solution thus obtained is acidified with hydrochloric acid. The product which precipitates is filtered, washed with water and ... Reaction conditions: temperature 50 celsius. As a reaction SMILES: [OH:1][CH:2]([CH2:21][S:22][CH3:23])[CH2:3][O:4][C:5]1[CH:14]=[CH:13][CH:12]=[C:11]2[C:6]=1[C:7](=[O:20])[CH:8]=[C:9]([C:15]([O:17]CC)=[O:16])[O:10]2.[OH-].[Na+].Cl>CC(C)=O>[OH:1][CH:2]([CH2:21][S:22][CH3:23])[CH2:3][O:4][C:5]1[CH:14]=[CH:13][CH:12]=[C:11]2[C:6]=1[C:7](=[O:20])[CH:8]=[C:9]([C:15]([OH:17])=[O:16])[O:10]2 |f:1.2|. Run in CC(=O)C (acetone). Product: OC(COC1=C2C(C=C(OC2=CC=C1)C(=O)O)=O)CSC (5-(2-hydroxy-3-methylthiopropoxy)chromone-2-carboxylic acid). Starting materials: OC(COC1=C2C(C=C(OC2=CC=C1)C(=O)OCC)=O)CSC (ethyl 5-(2-hydroxy-3-methylthiopropoxy)chromone-2-carboxylate), [OH-].[Na+] (sodium hydroxide), Cl (hydrochloric acid). Yield: 89.8%. The solvent is ClCCl (dichloromethane). The reagents and catalysts are ClCCl (dichloromethane). The product is ClC1=CC=C2C(CCN(C2=C1)C(C1=C(C=CC=C1)C)=O)=O (7-chloro-2,3 -dihydro-1-(2methylbenzoyl)-4(1H)-quinolinone). Procedure details: To a mixture of 7-chloro-2,3-dihydro-4(1H)-quinolinone (20.0 g), pyridine (26 g) and dichloromethane (200 mg) was added dropwise 2-methylbenzoyl chloride (26 g) at room temperature with stirring. The mixture was stirred under reflux for 4 hours. The reaction mixture was poured into 500 ml of water, then shaken with additional dichloromethane (1000 ml). The organic layer was washed once with 1 N HCl (100 ml), twice with water (200 ml each) and once with saturated aqueous NaCl solution, then dried... Reactants: CC1=C(C(=O)Cl)C=CC=C1 (2-methylbenzoyl chloride), O (water), ClC1=CC=C2C(CCNC2=C1)=O (7-chloro-2,3-dihydro-4(1H)-quinolinone), N1=CC=CC=C1 (pyridine). Reaction SMILES: [Cl:1][C:2]1[CH:11]=[C:10]2[C:5]([C:6](=[O:12])[CH2:7][CH2:8][NH:9]2)=[CH:4][CH:3]=1.N1C=CC=CC=1.[CH3:19][C:20]1[CH:28]=[CH:27][CH:26]=[CH:25][C:21]=1[C:22](Cl)=[O:23].O>ClCCl>[Cl:1][C:2]1[CH:11]=[C:10]2[C:5]([C:6](=[O:12])[CH2:7][CH2:8][N:9]2[C:22](=[O:23])[C:21]2[CH:25]=[CH:26][CH:27]=[CH:28][C:20]=2[CH3:19])=[CH:4][CH:3]=1. Yield: 84.8%. The reactants are COc1ccc(C2(C#N)CCC(=O)CC2)cc1OC1CCCC1, [Li]CCCC, C[Si](C)(C)C1SCCCS1, [Cl-], [Na+], C1CCOC1, O. The product is COc1ccc(C2(C#N)CCC(=C3SCCCS3)CC2)cc1OC1CCCC1. RXN SMILES: [C:16](#[N:17])[C:18]1([c:25]2[cH:26][c:27]([O:33][CH:34]3[CH2:35][CH2:36][CH2:37][CH2:38]3)[c:28]([O:31][CH3:32])[cH:29][cH:30]2)[CH2:19][CH2:20][C:21](=[O:24])[CH2:22][CH2:23]1.[CH2:11]([Li:12])[CH2:13][CH2:14][CH3:15].[CH3:1][Si:2]([CH:3]1[S:4][CH2:5][CH2:6][CH2:7][S:8]1)([CH3:9])[CH3:10].[Cl-:40].[Na+:39].[O:41]1[CH2:42][CH2:43][CH2:44][CH2:45]1.[OH2:46]>>[C:3]1(=[C:21]2[CH2:20][CH2:19][C:18]([C:16]#[N:17])([c:25]3[cH:26][c:27]([O:33][CH:34]4[CH2:35][CH2:36][CH2:37][CH2:38]4)[c:28]([O:31][CH3:32])[cH:29][cH:30]3)[CH2:23][CH2:22]2)[S:4][CH2:5][CH2:6][CH2:7][S:8]1. Reactants: CCOC(C)=O, COP(OC)OC, CSc1ccc(CCl)cc1, Cl. Yields the product COP(=O)(Cc1ccc(SC)cc1)OC. RXN SMILES: [CH3:19][CH2:20][O:21][C:22](=[O:23])[CH3:24].[CH3:1][O:2][P:3]([O:4][CH3:5])[O:6][CH3:7].[CH3:8][S:9][c:10]1[cH:11][cH:12][c:13]([CH2:14][Cl:15])[cH:16][cH:17]1.[ClH:18]>>[CH3:1][O:2][P:3]([O:4][CH3:5])(=[O:6])[CH2:14][c:13]1[cH:12][cH:11][c:10]([S:9][CH3:8])[cH:17][cH:16]1.